From a dataset of the Open Reaction Database (ORD), a public repository of structured organic reaction records. describe an organic reaction: reactants, conditions, products, and yield The reactants are O(Cl)Cl.[Ti] (titanium oxychloride), [OH-].[NH4+] (ammonium hydroxide), C(C(=O)O)(=O)O (oxalic acid), [OH-].[NH4+] (ammonium hydroxide). Conditions: temperature 25 celsius. Product: C(C(=O)[O-])(=O)[O-].N[Ti+3].C(C(=O)[O-])(=O)[O-].C(C(=O)[O-])(=O)[O-].N[Ti+3] (amino titanium oxalate). Reaction SMILES: O(Cl)Cl.[Ti:4].[C:5]([OH:10])(=[O:9])[C:6]([OH:8])=[O:7].[OH-].[NH4+:12]>>[C:5]([O-:10])(=[O:9])[C:6]([O-:8])=[O:7].[NH2:12][Ti+3:4].[C:5]([O-:10])(=[O:9])[C:6]([O-:8])=[O:7].[C:5]([O-:10])(=[O:9])[C:6]([O-:8])=[O:7].[NH2:12][Ti+3:4] |f:0.1,3.4,5.6.7.8.9|. Procedure details: A titanium oxychloride solution (about 383.2 g, 12.5% by weight titanium 1.0 mole), was prepared and was added rapidly to the oxalic acid slurry with stirring at a temperature of from about 40 to about 60 degrees C. The resulting clear solution was cooled to about 25 degrees C. Concentrated ammonium hydroxide solution was added dropwise over a period of about 40 minutes at a temperature of from 25 to 30 degrees C. to provide a white slurry with a pH of about 9. The slurry was stirred for 30 minu...